This data is from the Open Reaction Database (ORD), a public repository of structured organic reaction records. The task is: describe an organic reaction: reactants, conditions, products, and yield Starting materials: C1CCC2=NCCCN2CC1, COCCOC, N#Cc1c(Cl)nc(N)nc1OCc1ccccn1, OCc1ccccc1. Yields the product N#Cc1c(OCc2ccccc2)nc(N)nc1OCc1ccccn1. RXN SMILES: [CH2:27]1[CH2:28][CH2:29][C:30]2=[N:35][CH2:34][CH2:33][CH2:32][N:31]2[CH2:36][CH2:37]1.[CH3:38][O:39][CH2:40][CH2:41][O:42][CH3:43].[NH2:1][c:2]1[n:3][c:4]([O:11][CH2:12][c:13]2[n:14][cH:15][cH:16][cH:17][cH:18]2)[c:5]([C:9]#[N:10])[c:6]([Cl:8])[n:7]1.[OH:19][CH2:20][c:21]1[cH:22][cH:23][cH:24][cH:25][cH:26]1>>[NH2:1][c:2]1[n:3][c:4]([O:11][CH2:12][c:13]2[n:14][cH:15][cH:16][cH:17][cH:18]2)[c:5]([C:9]#[N:10])[c:6]([O:19][CH2:20][c:21]2[cH:22][cH:23][cH:24][cH:25][cH:26]2)[n:7]1. Reactants: CCO, CCCC(O)(CCC)CCc1cccc(C(O[Si](C)(C)C)C(C)CN2C(=O)c3ccccc3C2=O)c1, O=C(O)C(F)(F)F. Product: CCCC(O)(CCC)CCc1cccc(C(O)C(C)CN2C(=O)c3ccccc3C2=O)c1. RXN SMILES: [CH3:44][CH2:45][OH:46].[OH:1][C:2]([CH2:3][CH2:4][c:5]1[cH:6][c:7]([CH:11]([CH:12]([CH2:13][N:14]2[C:15](=[O:24])[c:16]3[cH:17][cH:18][cH:19][cH:20][c:21]3[C:22]2=[O:23])[CH3:25])[O:26][Si:27]([CH3:28])([CH3:29])[CH3:30])[cH:8][cH:9][cH:10]1)([CH2:31][CH2:32][CH3:33])[CH2:34][CH2:35][CH3:36].[OH:37][C:38]([C:39]([F:40])([F:41])[F:42])=[O:43]>>[OH:1][C:2]([CH2:3][CH2:4][c:5]1[cH:6][c:7]([CH:11]([CH:12]([CH2:13][N:14]2[C:15](=[O:24])[c:16]3[cH:17][cH:18][cH:19][cH:20][c:21]3[C:22]2=[O:23])[CH3:25])[OH:26])[cH:8][cH:9][cH:10]1)([CH2:31][CH2:32][CH3:33])[CH2:34][CH2:35][CH3:36]. The reactants are CN(C)CCN1C(=O)CCc2cccc(F)c21, O=[N+]([O-])O, O=S(=O)(O)O. Yields the product CN(C)CCN1C(=O)CCc2cc([N+](=O)[O-])cc(F)c21. RXN SMILES: [CH3:1][N:2]([CH2:3][CH2:4][N:5]1[C:6](=[O:16])[CH2:7][CH2:8][c:9]2[cH:10][cH:11][cH:12][c:13]([F:15])[c:14]21)[CH3:17].[OH:18][N+:19]([O-:20])=[O:21].[S:22](=[O:23])(=[O:24])([OH:25])[OH:26]>>[CH3:1][N:2]([CH2:3][CH2:4][N:5]1[C:6](=[O:16])[CH2:7][CH2:8][c:9]2[cH:10][c:11]([N+:19](=[O:18])[O-:20])[cH:12][c:13]([F:15])[c:14]21)[CH3:17]. The reactants are COC(C(C)(OC1=CC=CC(=C1)OC1=C(C=C(C=C1Cl)C(F)(F)F)Cl)[N+](=O)[O-])=O (5-(2,6-dichloro-4-trifluoromethylphenoxy)-2-nitro-α-phenoxy-propionic acid methyl ester), [OH-].[Na+] (sodium hydroxide), O (water). Run in C(C)#N (acetonitrile). Yields the product ClC1=C(OC=2C=CC=C(OC(C(=O)O)(C)[N+](=O)[O-])C2)C(=CC(=C1)C(F)(F)F)Cl (5-(2,6-dichloro-4-trifluoromethyl-phenoxy)-2-nitro-α-phenoxy-propionic acid). The yield is 70.4%. As a reaction SMILES: C[O:2][C:3](=[O:29])[C:4]([N+:26]([O-:28])=[O:27])([O:6][C:7]1[CH:12]=[C:11]([O:13][C:14]2[C:19]([Cl:20])=[CH:18][C:17]([C:21]([F:24])([F:23])[F:22])=[CH:16][C:15]=2[Cl:25])[CH:10]=[CH:9][CH:8]=1)[CH3:5].[OH-].[Na+].O>C(#N)C>[Cl:20][C:19]1[CH:18]=[C:17]([C:21]([F:24])([F:23])[F:22])[CH:16]=[C:15]([Cl:25])[C:14]=1[O:13][C:11]1[CH:10]=[CH:9][CH:8]=[C:7]([CH:12]=1)[O:6][C:4]([N+:26]([O-:28])=[O:27])([CH3:5])[C:3]([OH:29])=[O:2] |f:1.2|. Procedure: 135 g (0.3 mol) of 5-(2,6-dichloro-4-trifluoromethylphenoxy)-2-nitro-α-phenoxy-propionic acid methyl ester and 30 ml of concentrated aqueous sodium hydroxide solution were stirred in 400 ml of acetonitrile and 150 ml of water at 20° C. for 24 hours. The solution was concentrated, the residue was taken up in 500 ml of water and the aqueous mixture was acidified with 50 ml of concentrated hydrochloric acid. 93 g (71% of theory) of 5-(2,6-dichloro-4-trifluoromethyl-phenoxy)-2-nitro-α-phenoxy-propio... Product: [Na+].[Na+].[Na+].[Na+].[N+](=O)([O-])C1=CC(=C(C(=O)NC=2C=C(C=C3C=C(C=C(C23)S(=O)(=O)[O-])S(=O)(=O)[O-])S(=O)(=O)[O-])C=C1)S(=O)(=O)O (8-(4-nitro-2-sulfobenzamido)-1,3,6-naphthalenetrisulfonic acid tetrasodium salt). The solvent is O (water). Conditions: time 10 minute. The reactants are [Na+].[Na+].[Na+].NC=1C=C(C=C2C=C(C=C(C12)S(=O)(=O)[O-])S(=O)(=O)[O-])S(=O)(=O)[O-] (8-amino-1,3,6-naphthalenetrisulfonic acid trisodium salt), O.O.O.C(C)(=O)[O-].[Na+] (sodium acetate trihydrate), [N+](=O)([O-])C1=CC(=C(C(=O)OC(C2=C(C=C(C=C2)[N+](=O)[O-])S(=O)(=O)O)=O)C=C1)S(=O)(=O)O (4-nitro-2-sulfobenzoic acid anhydride). RXN SMILES: [Na+:1].[Na+].[Na+].[NH2:4][C:5]1[CH:6]=[C:7]([S:23]([O-:26])(=[O:25])=[O:24])[CH:8]=[C:9]2[C:14]=1[C:13]([S:15]([O-:18])(=[O:17])=[O:16])=[CH:12][C:11]([S:19]([O-:22])(=[O:21])=[O:20])=[CH:10]2.O.O.O.C([O-])(=O)C.[Na+].[N+](C1C=CC(C([O:44][C:45](=O)[C:46]2[CH:51]=[CH:50][C:49]([N+:52]([O-:54])=[O:53])=[CH:48][C:47]=2[S:55]([OH:58])(=[O:57])=[O:56])=O)=C(S(O)(=O)=O)C=1)([O-])=O>O>[Na+:1].[Na+:1].[Na+:1].[Na+:1].[N+:52]([C:49]1[CH:50]=[CH:51][C:46]([C:45]([NH:4][C:5]2[CH:6]=[C:7]([S:23]([O-:26])(=[O:25])=[O:24])[CH:8]=[C:9]3[C:14]=2[C:13]([S:15]([O-:18])(=[O:17])=[O:16])=[CH:12][C:11]([S:19]([O-:22])(=[O:20])=[O:21])=[CH:10]3)=[O:44])=[C:47]([S:55]([OH:58])(=[O:56])=[O:57])[CH:48]=1)([O-:54])=[O:53] |f:0.1.2.3,4.5.6.7.8,11.12.13.14.15|. Reported procedure: To an ice-bath cooled solution (5° C.) of 8-amino-1,3,6-naphthalenetrisulfonic acid trisodium salt and 6.7 g of sodium acetate trihydrate in 100 ml of water is added 8.8 g of 4-nitro-2-sulfobenzoic acid anhydride. The mixture is stirred vigorously for 10 minutes and is filtered. The filtrate is cooled in an ice bath and diluted with 500 ml of cold ethyl alcohol. The mixture is filtered and the product is washed with ethyl alcohol and ether and then is dried. The product is dissolved in 50 ml of ... Starting materials: BrC1=CC(=NC=C1)F (4-bromo-2-fluoropyridine), C(C1=CC=CC=C1)O (benzyl alcohol), C1COC2=CC=CC=C2OCCOCCOC3=CC=CC=C3OCCO1 (dibenzo-18-crown-6), [OH-].[K+] (potassium hydroxide). The solvent is C1(=CC=CC=C1)C (toluene), hexanes. Yields the product C(C1=CC=CC=C1)OC1=NC=CC(=C1)Br (2-(Benzyloxy)-4-bromopyridine). Reaction SMILES: [Br:1][C:2]1[CH:7]=[CH:6][N:5]=[C:4](F)[CH:3]=1.[CH2:9]([OH:16])[C:10]1[CH:15]=[CH:14][CH:13]=[CH:12][CH:11]=1.C1OCCOC2C(=CC=CC=2)OCCOCCOC2C(=CC=CC=2)OC1.[OH-].[K+]>C1(C)C=CC=CC=1>[CH2:9]([O:16][C:4]1[CH:3]=[C:2]([Br:1])[CH:7]=[CH:6][N:5]=1)[C:10]1[CH:15]=[CH:14][CH:13]=[CH:12][CH:11]=1 |f:3.4|. Procedure details: To a solution of 4-bromo-2-fluoropyridine (1 eq.), benzyl alcohol (1.2 eq.) and dibenzo-18-crown-6 (0.05 eq.) in toluene (0.4 M) was added potassium hydroxide (2 eq.). A Dean-Stark apparatus was then attached and the reaction suspension was heated at reflux for 3 h. After cooling to RT, the reaction mixture was diluted with hexanes and then filtered through a pad of celite. Concentration of the filtrate in vacuo afforded a yellow oil. Purification of the crude product thus obtained by way of col... The reactants are CO, CC(C(=O)O)c1ccc(C=O)cc1, O=Cc1ccc(C=CC(=O)O)cc1, [H][H], O=[Pt]. Product: O=Cc1ccc(CCC(=O)O)cc1. As a reaction SMILES: [CH3:29][OH:30].[CH:16]([c:17]1[cH:18][cH:19][c:20]([CH:21]([CH3:22])[C:23]([OH:24])=[O:25])[cH:26][cH:27]1)=[O:28].[CH:1](=[O:2])[c:3]1[cH:4][cH:5][c:6]([CH:7]=[CH:8][C:9](=[O:10])[OH:11])[cH:12][cH:13]1.[H:14][H:15].[Pt:31]=[O:32]>>[CH:1](=[O:2])[c:3]1[cH:4][cH:5][c:6]([CH2:7][CH2:8][C:9](=[O:10])[OH:11])[cH:12][cH:13]1.